From a dataset of the Open Reaction Database (ORD), a public repository of structured organic reaction records. describe an organic reaction: reactants, conditions, products, and yield The reactants are CCCN(c1cc(C(=O)NC(C)c2ccc(F)cc2)cc(-n2cc(C(C)=O)nn2)c1)S(C)(=O)=O, C1CCOC1, CC(C)(C)S(N)=O, CCOC(C)=O. Product: CCCN(c1cc(C(=O)NC(C)c2ccc(F)cc2)cc(-n2cc(C(C)=NS(=O)C(C)(C)C)nn2)c1)S(C)(=O)=O. RXN SMILES: [C:1]([CH3:2])(=[O:3])[c:4]1[n:5][n:6][n:7](-[c:9]2[cH:10][c:11]([C:12](=[O:13])[NH:14][CH:15]([CH3:16])[c:17]3[cH:18][cH:19][c:20]([F:23])[cH:21][cH:22]3)[cH:24][c:25]([N:27]([CH2:28][CH2:29][CH3:30])[S:31](=[O:32])(=[O:33])[CH3:34])[cH:26]2)[cH:8]1.[CH2:48]1[O:49][CH2:50][CH2:51][CH2:52]1.[CH3:35][C:36]([CH3:37])([CH3:38])[S:39](=[O:40])[NH2:41].[CH3:42][CH2:43][O:44][C:45]([CH3:46])=[O:47]>>[C:1]([CH3:2])([c:4]1[n:5][n:6][n:7](-[c:9]2[cH:10][c:11]([C:12](=[O:13])[NH:14][CH:15]([CH3:16])[c:17]3[cH:18][cH:19][c:20]([F:23])[cH:21][cH:22]3)[cH:24][c:25]([N:27]([CH2:28][CH2:29][CH3:30])[S:31](=[O:32])(=[O:33])[CH3:34])[cH:26]2)[cH:8]1)=[N:41][S:39]([C:36]([CH3:35])([CH3:37])[CH3:38])=[O:40]. Reactants: N1=CC(=CC=C1)C(=O)CCC1=CC=CC=C1 (2-phenylethyl 3-pyridinyl ketone), [OH-].[Na+] (NaOH), O.NN (hydrazine hydrate). Solvent: C(COCCO)O (diethylene glycol). Yields the product C1(=CC=CC=C1)CCCC=1C=NC=CC1 (3-(3-phenylpropyl)pyridine). As a reaction SMILES: [N:1]1[CH:6]=[CH:5][CH:4]=[C:3]([C:7]([CH2:9][CH2:10][C:11]2[CH:16]=[CH:15][CH:14]=[CH:13][CH:12]=2)=O)[CH:2]=1.[OH-].[Na+].O.NN>C(O)COCCO>[C:11]1([CH2:10][CH2:9][CH2:7][C:3]2[CH:2]=[N:1][CH:6]=[CH:5][CH:4]=2)[CH:12]=[CH:13][CH:14]=[CH:15][CH:16]=1 |f:1.2,3.4|. Procedure details: Heat a mixture of 2-phenylethyl 3-pyridinyl ketone (19.5 g, 0.092M), NaOH (8.0 g), hydrazine hydrate (8 ml, 85% in H2O) and diethylene glycol (125 ml) to 240° C. for 4 hours.